describe an organic reaction: reactants, conditions, products, and yield From a dataset of the Open Reaction Database (ORD), a public repository of structured organic reaction records. Starting materials: Fc1cc(-c2ncco2)ccc1CBr, CC(=O)C1CCCCC1NS(=O)(=O)c1ccc(Cl)cc1, O=C([O-])[O-], O=S(=O)(c1ccc(Cl)cc1)N(Cc1ccc(-c2ncco2)c(F)c1F)C1CCCCC1CO, [Cs+], [Cs+]. Yields the product CC(=O)C1CCCCC1N(Cc1ccc(-c2ncco2)cc1F)S(=O)(=O)c1ccc(Cl)cc1. Reaction SMILES: [Br:27][CH2:28][c:29]1[c:30]([F:40])[cH:31][c:32](-[c:35]2[o:36][cH:37][cH:38][n:39]2)[cH:33][cH:34]1.[C:1]([CH3:2])(=[O:3])[CH:4]1[CH:5]([NH:10][S:11](=[O:12])(=[O:13])[c:14]2[cH:15][cH:16][c:17]([Cl:20])[cH:18][cH:19]2)[CH2:6][CH2:7][CH2:8][CH2:9]1.[C:21](=[O:22])([O-:23])[O-:24].[Cl:41][c:42]1[cH:43][cH:44][c:45]([S:46]([N:47]([CH2:48][c:49]2[cH:50][cH:51][c:52](-[c:53]3[o:54][cH:55][cH:56][n:57]3)[c:58]([F:59])[c:60]2[F:61])[CH:62]2[CH2:63][CH2:64][CH2:65][CH2:66][CH:67]2[CH2:68][OH:69])(=[O:70])=[O:71])[cH:72][cH:73]1.[Cs+:25].[Cs+:26]>>[C:1]([CH3:2])(=[O:3])[CH:4]1[CH:5]([N:10]([S:11](=[O:12])(=[O:13])[c:14]2[cH:15][cH:16][c:17]([Cl:20])[cH:18][cH:19]2)[CH2:28][c:29]2[c:30]([F:40])[cH:31][c:32](-[c:35]3[o:36][cH:37][cH:38][n:39]3)[cH:33][cH:34]2)[CH2:6][CH2:7][CH2:8][CH2:9]1. Starting materials: C=CCc1ccc(C#N)cc1, O=C(OO)c1cccc(Cl)c1, ClCCl. Yields the product N#Cc1ccc(CC2CO2)cc1. RXN SMILES: [CH2:12]([CH:13]=[CH2:14])[c:15]1[cH:16][cH:17][c:18]([C:19]#[N:20])[cH:21][cH:22]1.[Cl:1][c:2]1[cH:3][c:4]([C:9](=[O:6])[O:10][OH:11])[cH:5][cH:7][cH:8]1.[Cl:23][CH2:24][Cl:25]>>[O:6]1[CH:13]([CH2:12][c:15]2[cH:16][cH:17][c:18]([C:19]#[N:20])[cH:21][cH:22]2)[CH2:14]1.